From a dataset of the Open Reaction Database (ORD), a public repository of structured organic reaction records. describe an organic reaction: reactants, conditions, products, and yield Starting materials: CC(C)(C)c1ccccc1, Cc1ccc(N)cn1, O=S(=O)(Cl)Cl. The product is Cc1ccc(NS(=O)(=O)c2ccc(C(C)(C)C)cc2)cn1. As a reaction SMILES: [C:14]([CH3:15])([CH3:16])([CH3:17])[c:18]1[cH:19][cH:20][cH:21][cH:22][cH:23]1.[CH3:1][c:2]1[cH:3][cH:4][c:5]([NH2:8])[cH:6][n:7]1.[S:9](=[O:10])(=[O:11])([Cl:12])[Cl:13]>>[CH3:1][c:2]1[cH:3][cH:4][c:5]([NH:8][S:9](=[O:10])(=[O:11])[c:21]2[cH:20][cH:19][c:18]([C:14]([CH3:15])([CH3:16])[CH3:17])[cH:23][cH:22]2)[cH:6][n:7]1.